From a dataset of the Open Reaction Database (ORD), a public repository of structured organic reaction records. describe an organic reaction: reactants, conditions, products, and yield Reactants: ice water, COC1=NC=C2C(C=CNC2=C1)=O (7-Methoxy-1H-[1,6]naphthyridin-4-one), O=P(Cl)(Cl)Cl (POCl3), C([O-])([O-])=O.[Na+].[Na+] (sodium carbonate). Conditions: time 3 hour. Product: ClC1=CC=NC2=CC(=NC=C12)OC (4-Chloro-7-methoxy-[1,6]naphthyridine). As a reaction SMILES: [CH3:1][O:2][C:3]1[CH:12]=[C:11]2[C:6]([C:7](=O)[CH:8]=[CH:9][NH:10]2)=[CH:5][N:4]=1.C(=O)([O-])[O-].[Na+].[Na+].O=P(Cl)(Cl)[Cl:22]>>[Cl:22][C:7]1[C:6]2[C:11](=[CH:12][C:3]([O:2][CH3:1])=[N:4][CH:5]=2)[N:10]=[CH:9][CH:8]=1 |f:1.2.3|. Reported procedure: A two neck round bottomed flask equipped with CaCl2 guard tube was charged with 7-Methoxy-1H-[1,6]naphthyridin-4-one (28 g, 159 mmol) and POCl3 (280 mL). The reaction mixture was stirred at RT for 3 h. The reaction mixture was poured into ice water and the pH was carefully adjusted to 8 with solid sodium carbonate (highly exothermic reaction). The product was extracted with EtOAc. The combined organic layer was washed with water, dried over Na2SO4 and concentrated. The crude product was purified... Starting materials: CO, COC(=O)N1C=C(OC(C)=O)C(C)CC1. Product: COC(=O)N1CCC(C)C(=O)C1. RXN SMILES: [CH3:16][OH:17].[CH3:1][O:2][C:3](=[O:4])[N:5]1[CH2:6][CH2:7][CH:8]([CH3:15])[C:9]([O:11][C:12](=[O:13])[CH3:14])=[CH:10]1>>[CH3:1][O:2][C:3](=[O:4])[N:5]1[CH2:6][CH2:7][CH:8]([CH3:15])[C:9](=[O:11])[CH2:10]1. As a reaction SMILES: [CH3:1][C:2]1[CH:10]=[CH:9][CH:8]=[CH:7][C:3]=1[C:4]([OH:6])=O.[Cl:11][C:12]1[CH:17]=[CH:16][C:15]([CH:18]([N:21]2[CH2:26][CH2:25][C:24]([F:28])([F:27])[CH2:23][CH2:22]2)[CH2:19][NH2:20])=[CH:14][CH:13]=1>>[Cl:11][C:12]1[CH:13]=[CH:14][C:15]([CH:18]([N:21]2[CH2:22][CH2:23][C:24]([F:28])([F:27])[CH2:25][CH2:26]2)[CH2:19][NH:20][C:4](=[O:6])[C:3]2[CH:7]=[CH:8][CH:9]=[CH:10][C:2]=2[CH3:1])=[CH:16][CH:17]=1. The reactants are CC1=C(C(=O)O)C=CC=C1 (2-methylbenzoic acid), ClC1=CC=C(C=C1)C(CN)N1CCC(CC1)(F)F (2-(4-chloro-phenyl)-2-(4,4-difluoro-piperidin-1-yl)-ethylamine). Product: ClC1=CC=C(C=C1)C(CNC(C1=C(C=CC=C1)C)=O)N1CCC(CC1)(F)F (N-[2-(4-Chloro-phenyl)-2-(4,4-difluoro-piperidin-1-yl)-ethyl]-2-methyl-benzamide). Procedure: From 2-methylbenzoic acid and 2-(4-chloro-phenyl)-2-(4,4-difluoro-piperidin-1-yl)-ethylamine.